From a dataset of the Open Reaction Database (ORD), a public repository of structured organic reaction records. describe an organic reaction: reactants, conditions, products, and yield Starting materials: O=C([O-])O, CO, Cc1nc2cc(CNCc3cc(C(F)(F)F)cc(C(F)(F)F)c3)c(N(CC3CC3)CC3CC3)nc2n1C, N#CBr, [Na+]. Product: Cc1nc2cc(CN(C#N)Cc3cc(C(F)(F)F)cc(C(F)(F)F)c3)c(N(CC3CC3)CC3CC3)nc2n1C. RXN SMILES: [C:38](=[O:39])([OH:40])[O-:41].[CH3:46][OH:47].[F:1][C:2]([c:3]1[cH:4][c:5]([CH2:6][NH:7][CH2:8][c:9]2[cH:10][c:11]3[c:12]([n:13][c:14]2[N:15]([CH2:16][CH:17]2[CH2:18][CH2:19]2)[CH2:20][CH:21]2[CH2:22][CH2:23]2)[n:24]([CH3:28])[c:25]([CH3:27])[n:26]3)[cH:29][c:30]([C:32]([F:33])([F:34])[F:35])[cH:31]1)([F:36])[F:37].[N:43]#[C:44][Br:45].[Na+:42]>>[F:1][C:2]([c:3]1[cH:4][c:5]([CH2:6][N:7]([CH2:8][c:9]2[cH:10][c:11]3[c:12]([n:13][c:14]2[N:15]([CH2:16][CH:17]2[CH2:18][CH2:19]2)[CH2:20][CH:21]2[CH2:22][CH2:23]2)[n:24]([CH3:28])[c:25]([CH3:27])[n:26]3)[C:44]#[N:43])[cH:29][c:30]([C:32]([F:33])([F:34])[F:35])[cH:31]1)([F:36])[F:37]. Reactants: CN(C)C(=O)C1CN(C(=O)OC(C)(C)C)CCN1, COc1ccc(C)cc1C1(Cl)C(=O)Nc2ccc(Cl)cc21. Yields the product COc1ccc(C)cc1C1(N2CCN(C(=O)OC(C)(C)C)CC2C(=O)N(C)C)C(=O)Nc2ccc(Cl)cc21. As a reaction SMILES: [CH3:1][N:2]([C:3](=[O:4])[CH:5]1[CH2:6][N:7]([C:11](=[O:12])[O:13][C:14]([CH3:15])([CH3:16])[CH3:17])[CH2:8][CH2:9][NH:10]1)[CH3:18].[Cl:19][C:20]1([c:31]2[c:32]([O:38][CH3:39])[cH:33][cH:34][c:35]([CH3:37])[cH:36]2)[C:21](=[O:30])[NH:22][c:23]2[cH:24][cH:25][c:26]([Cl:29])[cH:27][c:28]21>>[CH3:1][N:2]([C:3](=[O:4])[CH:5]1[CH2:6][N:7]([C:11](=[O:12])[O:13][C:14]([CH3:15])([CH3:16])[CH3:17])[CH2:8][CH2:9][N:10]1[C:20]1([c:31]2[c:32]([O:38][CH3:39])[cH:33][cH:34][c:35]([CH3:37])[cH:36]2)[C:21](=[O:30])[NH:22][c:23]2[cH:24][cH:25][c:26]([Cl:29])[cH:27][c:28]21)[CH3:18]. The reactants are B(Br)(Br)Br (BBr3), CC1C(CC2=C(C(C=C(C(N2)=O)OC)=O)C1)C (7,8-dimethyl-3-methoxy-6,7,8,9-tetrahydro1H-1-benzazepine-2,5-dione), C(=O)(O)[O-].[Na+] (NaHCO3). Run in C(Cl)Cl (CH2Cl2), C(Cl)Cl (CH2Cl2). Reaction conditions: time 45 minute. The product is CC1C(CC2=C(C(C=C(C(N2)=O)O)=O)C1)C (7,8-dimethyl-3-hydroxy-6,7,8,9-tetrahydro-1H-1-benzazepine-2,5-dione). RXN SMILES: [CH3:1][CH:2]1[CH2:16][C:6]2[C:7](=[O:15])[CH:8]=[C:9]([O:13]C)[C:10](=[O:12])[NH:11][C:5]=2[CH2:4][CH:3]1[CH3:17].B(Br)(Br)Br.C([O-])(O)=O.[Na+]>C(Cl)Cl>[CH3:1][CH:2]1[CH2:16][C:6]2[C:7](=[O:15])[CH:8]=[C:9]([OH:13])[C:10](=[O:12])[NH:11][C:5]=2[CH2:4][CH:3]1[CH3:17] |f:2.3|. Procedure details: To a stirred suspension of 7,8-dimethyl-3-methoxy-6,7,8,9-tetrahydro1H-1-benzazepine-2,5-dione (90.0 mg, 382 μmol) in dry CH2Cl2 (2 mL, distilled from CaH2) under N2, there was added a solution of BBr3 in CH2Cl2 (1.0 mL, 1M, Aldrich) in one portion over 5 seconds at rt. A green precipitate immediately formed. The reaction was allowed to stir under N2 at rt for 45 min. The reaction was added to saturated NaHCO3 (15 mL) and the resulting orange solution was allowed to stir for 15 min. The solution... Reactants: C(CCC)C1=CC=C(C=C1)C#CC1=C(CNCCCCCC)C=CC=C1 (N-{2-[(4-butylphenyl)ethynyl]benzyl}-1-hexanamine), CC1(OC(C2=C(O1)C=CC(=C2)C(=O)O)=O)C (2,2-dimethyl-4-oxo-4H-1,3-benzodioxine-6-carboxylic acid), CCN=C=NCCCN(C)C.Cl (EDC.HCl), CCN(C(C)C)C(C)C (DIEA), C=1C=CC2=C(C1)N=NN2O (HOBT). Run in C(Cl)Cl (DCM), C(Cl)Cl (DCM). Product: C(CCC)C1=CC=C(C=C1)C#CC1=C(CN(C(=O)C2=CC3=C(OC(OC3=O)(C)C)C=C2)CCCCCC)C=CC=C1 (N-{2-[(4-butylphenyl)ethynyl]benzyl}-N-hexyl-2,2-dimethyl-4-oxo-4H-1,3-benzodioxine-6-carboxamide). Isolated yield 86.3%. Reaction SMILES: [CH2:1]([C:5]1[CH:10]=[CH:9][C:8]([C:11]#[C:12][C:13]2[CH:26]=[CH:25][CH:24]=[CH:23][C:14]=2[CH2:15][NH:16][CH2:17][CH2:18][CH2:19][CH2:20][CH2:21][CH3:22])=[CH:7][CH:6]=1)[CH2:2][CH2:3][CH3:4].[CH3:27][C:28]1([CH3:42])[O:33][C:32]2[CH:34]=[CH:35][C:36]([C:38]([OH:40])=O)=[CH:37][C:31]=2[C:30](=[O:41])[O:29]1.CCN=C=NCCCN(C)C.Cl.CCN(C(C)C)C(C)C.C1C=CC2N(O)N=NC=2C=1>C(Cl)Cl>[CH2:1]([C:5]1[CH:10]=[CH:9][C:8]([C:11]#[C:12][C:13]2[CH:26]=[CH:25][CH:24]=[CH:23][C:14]=2[CH2:15][N:16]([CH2:17][CH2:18][CH2:19][CH2:20][CH2:21][CH3:22])[C:38]([C:36]2[CH:35]=[CH:34][C:32]3[O:33][C:28]([CH3:27])([CH3:42])[O:29][C:30](=[O:41])[C:31]=3[CH:37]=2)=[O:40])=[CH:7][CH:6]=1)[CH2:2][CH2:3][CH3:4] |f:2.3|. Reported procedure: A solution of N-{2-[(4-butylphenyl)ethynyl]benzyl}-1-hexanamine (174 mg, 0.50 mmol), 2,2-dimethyl-4-oxo-4H-1,3-benzodioxine-6-carboxylic acid (122 mg, 0.55 mmol), EDC.HCl (115 mg, 0.60 mmol), DIEA (102 μl, 0.60 mmol) and HOBT (81 mg, 0.60 mmol) in DCM (10 mL) was stirred at rt for 3 hrs. The reaction mixture was diluted with DCM and washed with a saturated aqueous solution of NaHCO3, an aqueous solution of HCl (1N) and brine. The organic layer was dried over MgSO4 and the solvent Was removed und... The product is Cc1cc(C)cc(-c2cccc3c2C(=O)C(C)C3)c1. Reaction SMILES: [C:49]([O-:50])(=[O:51])[CH3:52].[C:54]([O-:55])(=[O:56])[CH3:57].[CH3:13][c:14]1[cH:15][c:16]([B:21]([OH:22])[OH:23])[cH:17][c:18]([CH3:20])[cH:19]1.[Cl:1][c:2]1[cH:3][cH:4][cH:5][c:6]2[c:10]1[C:9](=[O:11])[CH:8]([CH3:12])[CH2:7]2.[Na+:24].[Na+:25].[O-:26][C:27](=[O:28])[O-:29].[OH2:58].[Pd+2:53].[c:30]1([P:31]([c:32]2[cH:33][cH:34][cH:35][cH:36][cH:37]2)[c:38]2[cH:39][cH:40][cH:41][cH:42][cH:43]2)[cH:44][cH:45][cH:46][cH:47][cH:48]1>>[c:2]1(-[c:16]2[cH:15][c:14]([CH3:13])[cH:19][c:18]([CH3:20])[cH:17]2)[cH:3][cH:4][cH:5][c:6]2[c:10]1[C:9](=[O:11])[CH:8]([CH3:12])[CH2:7]2. Reactants: CC(=O)[O-], CC(=O)[O-], Cc1cc(C)cc(B(O)O)c1, CC1Cc2cccc(Cl)c2C1=O, [Na+], [Na+], O=C([O-])[O-], O, [Pd+2], c1ccc(P(c2ccccc2)c2ccccc2)cc1.